From a dataset of the Open Reaction Database (ORD), a public repository of structured organic reaction records. describe an organic reaction: reactants, conditions, products, and yield The reactants are C(C(C)C)NC(=C(C(=O)OCC)C#N)SC (ethyl 3-isobutylamino-3-methylthio-2-cyanoacrylate), NCC1CN(CCO1)CC1=CC=C(C=C1)F (2-aminomethyl-4-(p-fluorobenzyl)morpholine). Product: FC1=CC=C(CN2CC(OCC2)CNC(=C(C(=O)OCC)C#N)NCC(C)C)C=C1 (Ethyl 3-[4-(p-fluorobenzyl)-2-morpholinylmethylamino]-3-isobutylamino-2-cyanoacrylate). Yield: 22.0%. As a reaction SMILES: [CH2:1]([NH:5][C:6](SC)=[C:7]([C:13]#[N:14])[C:8]([O:10][CH2:11][CH3:12])=[O:9])[CH:2]([CH3:4])[CH3:3].[NH2:17][CH2:18][CH:19]1[O:24][CH2:23][CH2:22][N:21]([CH2:25][C:26]2[CH:31]=[CH:30][C:29]([F:32])=[CH:28][CH:27]=2)[CH2:20]1>>[F:32][C:29]1[CH:30]=[CH:31][C:26]([CH2:25][N:21]2[CH2:22][CH2:23][O:24][CH:19]([CH2:18][NH:17][C:6]([NH:5][CH2:1][CH:2]([CH3:4])[CH3:3])=[C:7]([C:13]#[N:14])[C:8]([O:10][CH2:11][CH3:12])=[O:9])[CH2:20]2)=[CH:27][CH:28]=1. Procedure details: This compound was synthesized as a yellow oily substance from ethyl 3-isobutylamino-3-methylthio-2-cyanoacrylate and 2-aminomethyl-4-(p-fluorobenzyl)morpholine according to the same procedure as in Example 8. Yield=22%. Reactants: FC(C=1C=C(C(=O)O)C=CC1)(F)F (m-Trifluoromethylbenzoic acid), CC1=C(C=CC=C1)OC (o-methylanisole), ice water. Solvent: polyphosphoric acid. Reaction conditions: temperature 90 celsius, time 4.5 hour. Product: COC1=C(C=C(C(=O)C2=CC(=CC=C2)C(F)(F)F)C=C1)C (4-methoxy-3-methyl-3'-trifluoromethylbenzophenone). Reaction SMILES: [F:1][C:2]([F:13])([F:12])[C:3]1[CH:4]=[C:5]([CH:9]=[CH:10][CH:11]=1)[C:6]([OH:8])=O.[CH3:14][C:15]1[CH:20]=[CH:19][CH:18]=[CH:17][C:16]=1[O:21][CH3:22]>>[CH3:22][O:21][C:16]1[CH:17]=[CH:18][C:19]([C:6]([C:5]2[CH:9]=[CH:10][CH:11]=[C:3]([C:2]([F:1])([F:13])[F:12])[CH:4]=2)=[O:8])=[CH:20][C:15]=1[CH3:14]. Reported procedure: m-Trifluoromethylbenzoic acid (19.0g, 0.10 mole) and o-methylanisole(12.2g, 0.10 mole) are combined in 50 ml of polyphosphoric acid (PPA) and warmed with stirring to 90°C for 4.5 hours. The cooled reaction mixture is then poured into ice water and extracted into ethyl acetate (200 ml) to give, after extraction with 5% aqueous sodium hydroxide 15 g of product (53%), m.p. 56°-59°C, upon removal of the solvent in vacuo.